From a dataset of the Open Reaction Database (ORD), a public repository of structured organic reaction records. describe an organic reaction: reactants, conditions, products, and yield The reactants are NC=1C=C(C2=C(C=CO2)C1)CN1C(CN(CC1)C(=O)OC(C)(C)C)C (tert-Butyl 4-[(5-amino-1-benzofuran-7-yl)methyl]-3-methylpiperazine-1-carboxylate), C=1(C(=CC=CC1)S(=O)(=O)Cl)C (o-toluenesulfonyl chloride). The product is Cl.Cl.CC1=C(C=CC=C1)S(=O)(=O)NC=1C=C(C2=C(C=CO2)C1)CN1C(CNCC1)C (2-Methyl-N-{7-[(2-methylpiperazin-1-yl)methyl]-1-benzofuran-5-yl}benzenesulfonamide dihydrochloride). Isolated yield 48.0%. RXN SMILES: [NH2:1][C:2]1[CH:3]=[C:4]([CH2:11][N:12]2[CH2:17][CH2:16][N:15](C(OC(C)(C)C)=O)[CH2:14][CH:13]2[CH3:25])[C:5]2[O:9][CH:8]=[CH:7][C:6]=2[CH:10]=1.[C:26]1([CH3:36])[C:27]([S:32]([Cl:35])(=[O:34])=[O:33])=[CH:28][CH:29]=[CH:30][CH:31]=1>>[ClH:35].[ClH:35].[CH3:36][C:26]1[CH:31]=[CH:30][CH:29]=[CH:28][C:27]=1[S:32]([NH:1][C:2]1[CH:3]=[C:4]([CH2:11][N:12]2[CH2:17][CH2:16][NH:15][CH2:14][CH:13]2[CH3:25])[C:5]2[O:9][CH:8]=[CH:7][C:6]=2[CH:10]=1)(=[O:34])=[O:33] |f:2.3.4|. Procedure: The title product was prepared according to the procedure of Example 112, Step 3, starting from tert-butyl 4-[(5-amino-1-benzofuran-7-yl)methyl]-3-methylpiperazine-1-carboxylate (45 mg crude material, 0.10 mmol; obtained in Example 112, Step 2) and o-toluenesulfonyl chloride (22 μL, 0.15 mmol). The title compound (17 mg, 35%) was obtained as an off-white solid. HPLC 99%, RT=1.42 min (System A; 10-97% MeCN over 3 min), 100%, RT=1.26 min (System B; 10-97% MeCN over 3 min). 1H NMR (400 MHz, methano... The reactants are Oc1cc(Br)ccc1Cl, CC(C)=O, CCCI, [K+], [K+], N#N, O=C([O-])[O-], O. As a reaction SMILES: [Br:1][c:2]1[cH:3][cH:4][c:5]([Cl:9])[c:6]([OH:8])[cH:7]1.[CH3:23][C:24](=[O:25])[CH3:26].[I:16][CH2:17][CH2:18][CH3:19].[K+:10].[K+:11].[N:20]#[N:21].[O-:12][C:13]([O-:14])=[O:15].[OH2:22]>>[Br:1][c:2]1[cH:3][cH:4][c:5]([Cl:9])[c:6]([O:8][CH2:17][CH2:18][CH3:19])[cH:7]1. Yields the product CCCOc1cc(Br)ccc1Cl.